This data is from the Open Reaction Database (ORD), a public repository of structured organic reaction records. The task is: describe an organic reaction: reactants, conditions, products, and yield The reactants are O=C([O-])[O-], BrCC1CCCCC1, [Cs+], [Cs+], CN(C)C=O, COC(=O)c1ccc(O)cc1. Yields the product COC(=O)c1ccc(OCC2CCCCC2)cc1. RXN SMILES: [C:12](=[O:13])([O-:14])[O-:15].[CH:18]1([CH2:24][Br:25])[CH2:19][CH2:20][CH2:21][CH2:22][CH2:23]1.[Cs+:16].[Cs+:17].[O:26]=[CH:27][N:28]([CH3:29])[CH3:30].[OH:1][c:2]1[cH:3][cH:4][c:5]([C:6](=[O:7])[O:8][CH3:9])[cH:10][cH:11]1>>[O:1]([c:2]1[cH:3][cH:4][c:5]([C:6](=[O:7])[O:8][CH3:9])[cH:10][cH:11]1)[CH2:24][CH:18]1[CH2:19][CH2:20][CH2:21][CH2:22][CH2:23]1. The reactants are ClC1=C(C(N(C=C1)C1=C(C=CC=C1F)F)=O)C#N (4-chloro-1-(2,6-difluorophenyl)-2-oxo-1,2-dihydropyridine-3-carbonitrile), BrN1C(CCC1=O)=O (N-bromosuccinimide), O (water). The solvent is CN(C=O)C (N,N-dimethylformamide). Run at temperature 50 celsius. The product is BrC=1C(=C(C(N(C1)C1=C(C=CC=C1F)F)=O)C#N)Cl (5-bromo-4-chloro-1-(2,6-difluorophenyl)-2-oxo-1,2-dihydropyridine-3-carbonitrile). Yield: 43.8%. RXN SMILES: [Cl:1][C:2]1[CH:7]=[CH:6][N:5]([C:8]2[C:13]([F:14])=[CH:12][CH:11]=[CH:10][C:9]=2[F:15])[C:4](=[O:16])[C:3]=1[C:17]#[N:18].[Br:19]N1C(=O)CCC1=O.O>CN(C)C=O>[Br:19][C:7]1[C:2]([Cl:1])=[C:3]([C:17]#[N:18])[C:4](=[O:16])[N:5]([C:8]2[C:13]([F:14])=[CH:12][CH:11]=[CH:10][C:9]=2[F:15])[CH:6]=1. Procedure: To a solution of 4-chloro-1-(2,6-difluorophenyl)-2-oxo-1,2-dihydropyridine-3-carbonitrile obtained in Step E (670 mg) in N,N-dimethylformamide (5.0 mL) was added N-bromosuccinimide (548 mg) at room temperature. The reaction mixture was heated at 50° C. for 4 hr, and cooled to room temperature. To the reaction mixture was added water, and the mixture was extracted with ethyl acetate. The extract was washed with water, and dried over anhydrous sodium sulfate, and the solvent was evaporated under r... Starting materials: Cl (hydrogen chloride), C(C)(C)(C)OC(=O)NC(COC1=NOC2=C1C=C(C=C2)Cl)C2=CC(=CC=C2)O (3-[2-tert-butoxycarbonylamino-2-(3-hydroxyphenyl)ethoxy]-5-chloro-1,2-benzoisoxazole), ClS(=O)(=O)N=C=O (chlorosulfonyl isocyanate), O (water). The solvent is C(Cl)(Cl)Cl (chloroform), CC(C)O (2-propanol), C(Cl)Cl (methylene chloride), CO (methanol). Product: Cl.NC(COC1=NOC2=C1C=C(C=C2)Cl)C2=CC(=CC=C2)OC(N)=O (3-[2-amino-2-(3-carbamoyloxyphenyl)ethoxy]-5-chloro-1,2-benzoisoxazole hydrochloride). As a reaction SMILES: C(OC([NH:8][CH:9]([C:22]1[CH:27]=[CH:26][CH:25]=[C:24]([OH:28])[CH:23]=1)[CH2:10][O:11][C:12]1[C:16]2[CH:17]=[C:18]([Cl:21])[CH:19]=[CH:20][C:15]=2[O:14][N:13]=1)=O)(C)(C)C.ClS([N:33]=[C:34]=[O:35])(=O)=O.O.Cl>C(Cl)Cl.CO.C(Cl)(Cl)Cl.CC(O)C>[ClH:21].[NH2:8][CH:9]([C:22]1[CH:27]=[CH:26][CH:25]=[C:24]([O:28][C:34](=[O:35])[NH2:33])[CH:23]=1)[CH2:10][O:11][C:12]1[C:16]2[CH:17]=[C:18]([Cl:21])[CH:19]=[CH:20][C:15]=2[O:14][N:13]=1 |f:8.9|. Reported procedure: To a solution of 0.40 g of 3-[2-tert-butoxycarbonylamino-2-(3-hydroxyphenyl)ethoxy]-5-chloro-1,2-benzoisoxazole in 10 ml of methylene chloride is added 0.20 g of chlorosulfonyl isocyanate at -30° C., and thereafter, the temperature is gradually elevated to 0° C., after which 5 ml of water is added and they are subjected to reaction at the same temperature for 30 minutes. The solvent is removed by distillation under reduced pressure, water and ethyl acetate are added to the residue obtained, and ... Reactants: [H-].[Na+] (Sodium hydride), C(C)(C)(C)OC(=O)NC1C(NCCC1)=O ((3RS)-3-tert-butoxycarbonylaminopiperidin-2-one), BrCC(=O)OCC (ethyl bromoacetate). The solvent is CN(C=O)C (N,N-dimethylformamide), CN(C=O)C (DMF). Run at temperature 0 celsius, time 1 hour. The product is C(C)(C)(C)OC(=O)NC1C(N(CCC1)CC(=O)OCC)=O (ethyl 2-[(3RS)-3-tert-butoxycarbonylamino-2-oxopiperidin-1-yl]acetate). The yield is 80.6%. Reaction SMILES: [C:1]([O:5][C:6]([NH:8][CH:9]1[CH2:14][CH2:13][CH2:12][NH:11][C:10]1=[O:15])=[O:7])([CH3:4])([CH3:3])[CH3:2].[H-].[Na+].Br[CH2:19][C:20]([O:22][CH2:23][CH3:24])=[O:21]>CN(C)C=O>[C:1]([O:5][C:6]([NH:8][CH:9]1[CH2:14][CH2:13][CH2:12][N:11]([CH2:19][C:20]([O:22][CH2:23][CH3:24])=[O:21])[C:10]1=[O:15])=[O:7])([CH3:4])([CH3:2])[CH3:3] |f:1.2|. Reported procedure: (3RS)-3-tert-butoxycarbonylaminopiperidin-2-one (16.07 g) was dissolved in N,N-dimethylformamide (DMF, 350 ml) and the mixture was cooled to 0° C. Sodium hydride (3.6 g of a 50% dispersion in mineral oil) was added and then the mixture was stirred at 0° C. for one hour. A solution of ethyl bromoacetate (13.78 g) in DMF (20 ml) was then added. The mixture was stirred for 16 hours at ambient temperature, then cooled to 0° C. and ice added. Volatile material was removed by evaporation and the resid... Reactants: CN1CCNCC1, O=[N+]([O-])c1ccc(F)cc1, [K+], [K+], O=C([O-])[O-], CN(C)C=O. The product is CN1CCN(c2ccc([N+](=O)[O-])cc2)CC1. RXN SMILES: [CH3:11][N:12]1[CH2:13][CH2:14][NH:15][CH2:16][CH2:17]1.[F:1][c:2]1[cH:3][cH:4][c:5]([N+:8](=[O:9])[O-:10])[cH:6][cH:7]1.[K+:18].[K+:19].[O-:20][C:21]([O-:22])=[O:23].[O:24]=[CH:25][N:26]([CH3:27])[CH3:28]>>[c:2]1([N:15]2[CH2:14][CH2:13][N:12]([CH3:11])[CH2:17][CH2:16]2)[cH:3][cH:4][c:5]([N+:8](=[O:9])[O-:10])[cH:6][cH:7]1. Starting materials: O=C=O, CN(C)CCN(C)C, CCOCC, [Li]C(C)CC, CC(C)(C)OC(=O)N1CCc2ccc(F)cc21, O. The product is CC(C)(C)OC(=O)N1CCc2ccc(F)c(C(=O)O)c21. Reaction SMILES: [C:31](=[O:32])=[O:33].[CH3:18][N:19]([CH3:20])[CH2:21][CH2:22][N:23]([CH3:24])[CH3:25].[CH3:34][CH2:35][O:36][CH2:37][CH3:38].[CH:26]([Li:27])([CH2:28][CH3:29])[CH3:30].[F:1][c:2]1[cH:3][cH:4][c:5]2[c:9]([cH:10]1)[N:8]([C:11](=[O:12])[O:13][C:14]([CH3:15])([CH3:16])[CH3:17])[CH2:7][CH2:6]2.[OH2:39]>>[F:1][c:2]1[cH:3][cH:4][c:5]2[c:9]([c:10]1[C:31](=[O:32])[OH:33])[N:8]([C:11](=[O:12])[O:13][C:14]([CH3:15])([CH3:16])[CH3:17])[CH2:7][CH2:6]2.